This data is from the Open Reaction Database (ORD), a public repository of structured organic reaction records. The task is: describe an organic reaction: reactants, conditions, products, and yield Starting materials: N=1SN=C2C1C=CC(=C2)NC2=C(C=O)C=CC=N2 (2-(2,1,3-benzothiadiazol-5-ylamino)nicotinaldehyde), N1=C(C=CC=C1)CCCCC(=O)OCC (ethyl 5-(pyridin-2-yl)pentanoate), [Li+].CC(C)[N-]C(C)C (LDA). Yields the product N=1SN=C2C1C=CC(=C2)N2C(C(=CC1=CC=CN=C21)CCCC2=NC=CC=C2)=O (1-(2,1,3-benzothiadiazol-5-yl)-3-[3-(pyridin-2-yl)propyl]-1,8-naphthyridin-2(1H)-one). Yield: 27.0%. As a reaction SMILES: [N:1]1[S:2][N:3]=[C:4]2[CH:9]=[C:8]([NH:10][C:11]3[N:18]=[CH:17][CH:16]=[CH:15][C:12]=3[CH:13]=O)[CH:7]=[CH:6][C:5]=12.[N:19]1[CH:24]=[CH:23][CH:22]=[CH:21][C:20]=1[CH2:25][CH2:26][CH2:27][CH2:28][C:29](OCC)=[O:30].[Li+].CC([N-]C(C)C)C>>[N:1]1[S:2][N:3]=[C:4]2[CH:9]=[C:8]([N:10]3[C:11]4[C:12](=[CH:15][CH:16]=[CH:17][N:18]=4)[CH:13]=[C:28]([CH2:27][CH2:26][CH2:25][C:20]4[CH:21]=[CH:22][CH:23]=[CH:24][N:19]=4)[C:29]3=[O:30])[CH:7]=[CH:6][C:5]=12 |f:2.3|. Reported procedure: The procedure of Example 1 was repeated using 2-(2,1,3-benzothiadiazol-5-ylamino)nicotinaldehyde (1.0 eq., prepared in Synthetic Example 1a)), ethyl 5-(pyridin-2-yl)pentanoate (1.5 eq., prepared in Synthetic Example 4) and LDA (1.5 eq.) to obtain 1-(2,1,3-benzothiadiazol-5-yl)-3-[3-(pyridin-2-yl)propyl]-1,8-naphthyridin-2(1H)-one (yield, 27%). The product was purified through flash column chromatography and recrystallization (mp 169.5–170.5° C./DMF).